describe an organic reaction: reactants, conditions, products, and yield From a dataset of the Open Reaction Database (ORD), a public repository of structured organic reaction records. The reactants are C1CCOC1, CN(C)CCO, Clc1nc(N2CC3CCC(C2)O3)c2cn[nH]c2n1, CC(C)OC(=O)N=NC(=O)OC(C)C. Yields the product CN(C)CCn1ncc2c(N3CC4CCC(C3)O4)nc(Cl)nc21. As a reaction SMILES: [CH2:39]1[O:40][CH2:41][CH2:42][CH2:43]1.[CH3:19][N:20]([CH3:21])[CH2:22][CH2:23][OH:24].[Cl:1][c:2]1[n:3][c:4]([N:11]2[CH2:12][CH:13]3[CH2:14][CH2:15][CH:16]([CH2:17]2)[O:18]3)[c:5]2[c:6]([n:7]1)[nH:8][n:9][cH:10]2.[O:25]=[C:26]([O:27][CH:28]([CH3:29])[CH3:30])[N:31]=[N:32][C:33]([O:34][CH:35]([CH3:36])[CH3:37])=[O:38]>>[Cl:1][c:2]1[n:3][c:4]([N:11]2[CH2:12][CH:13]3[CH2:14][CH2:15][CH:16]([CH2:17]2)[O:18]3)[c:5]2[c:6]([n:7]1)[n:8]([CH2:23][CH2:22][N:20]([CH3:19])[CH3:21])[n:9][cH:10]2.